Dataset: the Open Reaction Database (ORD), a public repository of structured organic reaction records. Task: describe an organic reaction: reactants, conditions, products, and yield The reactants are [Si](C)(C)(C(C)(C)C)OCC1=CC(=CO1)C(N)=NO (5-({[t-butyl(dimethyl)silyl]oxy}methyl)-N′-hydroxyfuran-3-carboximidamide), C(O)([O-])=O.[Na+] (sodium hydrogencarbonate), C(C)(C)N(C(C)C)CC (N,N-diisopropylethylamine), [F-].C(CCC)[N+](CCCC)(CCCC)CCCC (tetrabutylammonium fluoride), solution, Example 1 ( 1d ), C1(=CC=CC=C1)C=1C=C(SC1C(F)(F)F)C(=O)Cl (4-phenyl-5-(trifluoromethyl)thiophene-2-carbonyl chloride). The solvent is O (water), O1CCCC1 (tetrahydrofuran), ClCCl (dichloromethane), O (water). The product is C1(=CC=CC=C1)C=1C=C(SC1C(F)(F)F)C1=NC(=NO1)C=1C=C(OC1)CO ((4-{5-[4-Phenyl-5-(trifluoromethyl)-2-thienyl]-1,2,4-oxadiazol-3-yl}-2-furyl)methanol). Isolated yield 10.0%. RXN SMILES: [Si]([O:8][CH2:9][C:10]1[O:14][CH:13]=[C:12]([C:15](=[N:17][OH:18])[NH2:16])[CH:11]=1)(C(C)(C)C)(C)C.[C:19]1([C:25]2[CH:26]=[C:27]([C:34](Cl)=O)[S:28][C:29]=2[C:30]([F:33])([F:32])[F:31])[CH:24]=[CH:23][CH:22]=[CH:21][CH:20]=1.C(N(CC)C(C)C)(C)C.C(=O)([O-])O.[Na+].[F-].C([N+](CCCC)(CCCC)CCCC)CCC>ClCCl.O1CCCC1.O>[C:19]1([C:25]2[CH:26]=[C:27]([C:34]3[O:18][N:17]=[C:15]([C:12]4[CH:11]=[C:10]([CH2:9][OH:8])[O:14][CH:13]=4)[N:16]=3)[S:28][C:29]=2[C:30]([F:33])([F:31])[F:32])[CH:20]=[CH:21][CH:22]=[CH:23][CH:24]=1 |f:3.4,5.6|. Procedure details: To a solution of 5-({[t-butyl(dimethyl)silyl]oxy}methyl)-N′-hydroxyfuran-3-carboximidamide (0.14 g, 0.50 mmol) that was obtained in Example 1 (1d) and 4-phenyl-5-(trifluoromethyl)thiophene-2-carbonyl chloride (0.17 g, 0.60 mmol) in dichloromethane (10 ml) was added N,N-diisopropylethylamine (0.17 ml, 1.0 mmol) at 0° C. with stirring, and the resulting mixture was stirred for 1 hour. After stirring, a saturated aqueous solution of sodium hydrogencarbonate (1.0 ml) was added to the reaction mixtur... Yields the product O=C1CCc2cc(OCCCCl)ccc2N1. Reaction SMILES: [Br:19][CH2:20][CH2:21][CH2:22][Cl:23].[C:13](=[O:14])([O-:15])[O-:16].[CH3:24][C:25]#[N:26].[CH:27]([Cl:28])([Cl:29])[Cl:30].[Cs+:17].[Cs+:18].[OH:1][c:2]1[cH:3][c:4]2[c:9]([cH:10][cH:11]1)[NH:8][C:7](=[O:12])[CH2:6][CH2:5]2>>[O:1]([c:2]1[cH:3][c:4]2[c:9]([cH:10][cH:11]1)[NH:8][C:7](=[O:12])[CH2:6][CH2:5]2)[CH2:20][CH2:21][CH2:22][Cl:23]. Starting materials: ClCCCBr, O=C([O-])[O-], CC#N, ClC(Cl)Cl, [Cs+], [Cs+], O=C1CCc2cc(O)ccc2N1. The reactants are Fc1cc(Br)ccc1-c1nc2ccc(C3(c4ccccc4)CC3)nc2s1, CC(C)(C)[O-], Cc1ccccc1, Cl, CC(C)(C)OC(=O)CCN, [Na+], O=C(C=Cc1ccccc1)C=Cc1ccccc1, O=C(C=Cc1ccccc1)C=Cc1ccccc1, O=C(C=Cc1ccccc1)C=Cc1ccccc1, [Pd], [Pd]. Yields the product CC(C)(C)OC(=O)CCNc1ccc(-c2nc3ccc(C4(c5ccccc5)CC4)nc3s2)c(F)c1. As a reaction SMILES: [Br:1][c:2]1[cH:3][c:4]([F:26])[c:5](-[c:8]2[s:9][c:10]3[n:11][c:12]([C:17]4([c:20]5[cH:21][cH:22][cH:23][cH:24][cH:25]5)[CH2:18][CH2:19]4)[cH:13][cH:14][c:15]3[n:16]2)[cH:6][cH:7]1.[CH3:38][C:39]([CH3:40])([O-:41])[CH3:42].[CH3:44][c:45]1[cH:46][cH:47][cH:48][cH:49][cH:50]1.[ClH:27].[NH2:28][CH2:29][CH2:30][C:31](=[O:32])[O:33][C:34]([CH3:35])([CH3:36])[CH3:37].[Na+:43].[O:53]=[C:54]([CH:55]=[CH:56][c:57]1[cH:58][cH:59][cH:60][cH:61][cH:62]1)[CH:63]=[CH:64][c:65]1[cH:66][cH:67][cH:68][cH:69][cH:70]1.[O:71]=[C:72]([CH:73]=[CH:74][c:75]1[cH:76][cH:77][cH:78][cH:79][cH:80]1)[CH:81]=[CH:82][c:83]1[cH:84][cH:85][cH:86][cH:87][cH:88]1.[O:89]=[C:90]([CH:91]=[CH:92][c:93]1[cH:94][cH:95][cH:96][cH:97][cH:98]1)[CH:99]=[CH:100][c:101]1[cH:102][cH:103][cH:104][cH:105][cH:106]1.[Pd:51].[Pd:52]>>[c:2]1([NH:28][CH2:29][CH2:30][C:31](=[O:32])[O:33][C:34]([CH3:35])([CH3:36])[CH3:37])[cH:3][c:4]([F:26])[c:5](-[c:8]2[s:9][c:10]3[n:11][c:12]([C:17]4([c:20]5[cH:21][cH:22][cH:23][cH:24][cH:25]5)[CH2:18][CH2:19]4)[cH:13][cH:14][c:15]3[n:16]2)[cH:6][cH:7]1. Yields the product c1ccc(Cc2cc3ccccc3cn2)cc1. Reactants: O=C(c1ccccc1)c1cc2ccccc2cn1, [K+], NN, [OH-], O, O, OCCO. As a reaction SMILES: [C:1]([c:2]1[cH:3][cH:4][cH:5][cH:6][cH:7]1)(=[O:8])[c:9]1[n:10][cH:11][c:12]2[cH:13][cH:14][cH:15][cH:16][c:17]2[cH:18]1.[K+:23].[NH2:20][NH2:21].[OH-:22].[OH2:19].[OH2:24].[OH:25][CH2:26][CH2:27][OH:28]>>[CH2:1]([c:2]1[cH:3][cH:4][cH:5][cH:6][cH:7]1)[c:9]1[n:10][cH:11][c:12]2[cH:13][cH:14][cH:15][cH:16][c:17]2[cH:18]1. The reactants are Cl.N1=C(C=CC=C1)CCl (picolyl chloride hydrochloride), ice, ClC1=C(C(=CC=C1)Cl)N1C(NC2=NC(=NC=C2C1)S(=O)(=O)C)=O (3-(2,6-dichlorophenyl)-7-methanesulfonyl-3,4-dihydropyrimido[4,5-d]pyrimidin-2(1H)-one), CN(C=O)C (dimethylformamide), [H-].[Na+] (sodium hydride). Run at temperature 100 celsius. Product: ClC1=C(C(=CC=C1)Cl)N1C(N(C2=NC(=NC=C2C1)S(=O)(=O)C)CC=1C=NC=CC1)=O (3-(2,6-dichlorophenyl)-7-methanesulfonyl-3,4-dihydro-1-[(3-pyridyl)methyl]pyrimido[4,5-d]pyrimidin-2(1H)-one). Isolated yield 48.0%. As a reaction SMILES: [Cl:1][C:2]1[CH:7]=[CH:6][CH:5]=[C:4]([Cl:8])[C:3]=1[N:9]1[CH2:18][C:17]2[C:12](=[N:13][C:14]([S:19]([CH3:22])(=[O:21])=[O:20])=[N:15][CH:16]=2)[NH:11][C:10]1=[O:23].[H-].[Na+].Cl.[N:27]1[CH:32]=[CH:31][CH:30]=[CH:29][C:28]=1CCl.[CH3:35]N(C)C=O>>[Cl:1][C:2]1[CH:7]=[CH:6][CH:5]=[C:4]([Cl:8])[C:3]=1[N:9]1[CH2:18][C:17]2[C:12](=[N:13][C:14]([S:19]([CH3:22])(=[O:21])=[O:20])=[N:15][CH:16]=2)[N:11]([CH2:35][C:31]2[CH:32]=[N:27][CH:28]=[CH:29][CH:30]=2)[C:10]1=[O:23] |f:1.2,3.4|. Procedure details: An ice-cooled solution of 100 mg (0.27 mmol) of 3-(2,6-dichlorophenyl)-7-methanesulfonyl-3,4-dihydropyrimido[4,5-d]pyrimidin-2(1H)-one in 6 ml of dimethylformamide was treated with 22 mg (0.54 mmol) of sodium hydride (60% w/w). After 30 minutes the mixture was treated with 50 mg (0.3 mmol) of picolyl chloride hydrochloride and then heated to 90° C. for 2 hours and to 100° C. for a further hour. The mixture was evaporated and the residue was treated with 30 ml of dichloromethane and 30 ml of wate... Product: CCOC(=O)ON=C1Cc2ccccc2N(C(N)=O)c2ccccc21. Reactants: CN(C)c1ccncc1, CCOC(=O)Cl, ClCCl, NC(=O)N1c2ccccc2CC(=NO)c2ccccc21, c1ccncc1. Reaction SMILES: [CH3:33][N:34]([CH3:35])[c:36]1[cH:37][cH:38][n:39][cH:40][cH:41]1.[Cl:27][C:28](=[O:29])[O:30][CH2:31][CH3:32].[Cl:42][CH2:43][Cl:44].[OH:1][N:2]=[C:3]1[CH2:4][c:5]2[c:6]([cH:17][cH:18][cH:19][cH:20]2)[N:7]([C:14](=[O:15])[NH2:16])[c:8]2[c:9]1[cH:10][cH:11][cH:12][cH:13]2.[cH:21]1[cH:22][cH:23][n:24][cH:25][cH:26]1>>[O:1]([N:2]=[C:3]1[CH2:4][c:5]2[c:6]([cH:17][cH:18][cH:19][cH:20]2)[N:7]([C:14](=[O:15])[NH2:16])[c:8]2[c:9]1[cH:10][cH:11][cH:12][cH:13]2)[C:28](=[O:29])[O:30][CH2:31][CH3:32]. The reactants are C(C)(C)(C)NS(=O)(=O)C=1C=C(C=CC1)C1=CC(=CC=C1)C1=NC(=CC(=N1)C1=CC=C(C=C1)Cl)C(F)(F)F (3′-[4-(4-chloro-phenyl)-6-trifluoromethyl-pyrimidin-2-yl]-biphenyl-3-sulfonic acid tert-butylamide), C(=O)(C(F)(F)F)O (TFA). Solvent: ClCCl (dichloromethane). Run at time 15 hour. Product: ClC1=CC=C(C=C1)C1=NC(=NC(=C1)C(F)(F)F)C=1C=C(C=CC1)C1=CC(=CC=C1)S(=O)(=O)N (3′-[4-(4-Chloro-phenyl)-6-trifluoromethyl-pyrimidin-2-yl]-biphenyl-3-sulfonic acid amide). Yield: 73.5%. As a reaction SMILES: C([NH:5][S:6]([C:9]1[CH:10]=[C:11]([C:15]2[CH:20]=[CH:19][CH:18]=[C:17]([C:21]3[N:26]=[C:25]([C:27]4[CH:32]=[CH:31][C:30]([Cl:33])=[CH:29][CH:28]=4)[CH:24]=[C:23]([C:34]([F:37])([F:36])[F:35])[N:22]=3)[CH:16]=2)[CH:12]=[CH:13][CH:14]=1)(=[O:8])=[O:7])(C)(C)C.C(O)(C(F)(F)F)=O>ClCCl>[Cl:33][C:30]1[CH:31]=[CH:32][C:27]([C:25]2[CH:24]=[C:23]([C:34]([F:36])([F:35])[F:37])[N:22]=[C:21]([C:17]3[CH:16]=[C:15]([C:11]4[CH:12]=[CH:13][CH:14]=[C:9]([S:6]([NH2:5])(=[O:8])=[O:7])[CH:10]=4)[CH:20]=[CH:19][CH:18]=3)[N:26]=2)=[CH:28][CH:29]=1. Procedure details: To a cooled and stirred solution of 3′-[4-(4-chloro-phenyl)-6-trifluoromethyl-pyrimidin-2-yl]-biphenyl-3-sulfonic acid tert-butylamide (0.47 g) in dichloromethane (6 mL) was added TFA (6 mL) and the reaction mixture was allowed to stir at room temperature for 15 h. The mixture was evaporated to dryness and saturated NaHCO3 solution (5 mL), diethyl ether and heptane were added. The mixture was stirred at room temperature for 1 h, the precipitate was collected by filtration, washed with water and ...